From a dataset of the Open Reaction Database (ORD), a public repository of structured organic reaction records. describe an organic reaction: reactants, conditions, products, and yield Reactants: C(C1=CC=CC=C1)NCCOC1=CC=C(C=C1)O (N-benzyl-2-p-hydroxyphenoxyethylamine), O1CC1COC1=CC=CC=C1 (1,2-epoxy-3-phenoxypropane). Solvent: CC(C)O (propan-2-ol). The product is C(C1=CC=CC=C1)N(CCOC1=CC=C(C=C1)O)CC(COC1=CC=CC=C1)O (N-benzyl-N-(2-p-hydroxyphenoxyethyl)-2-hydroxy-3-phenoxypropylamine). As a reaction SMILES: [CH2:1]([NH:8][CH2:9][CH2:10][O:11][C:12]1[CH:17]=[CH:16][C:15]([OH:18])=[CH:14][CH:13]=1)[C:2]1[CH:7]=[CH:6][CH:5]=[CH:4][CH:3]=1.[O:19]1[CH:21]([CH2:22][O:23][C:24]2[CH:29]=[CH:28][CH:27]=[CH:26][CH:25]=2)[CH2:20]1>CC(O)C>[CH2:1]([N:8]([CH2:20][CH:21]([OH:19])[CH2:22][O:23][C:24]1[CH:29]=[CH:28][CH:27]=[CH:26][CH:25]=1)[CH2:9][CH2:10][O:11][C:12]1[CH:13]=[CH:14][C:15]([OH:18])=[CH:16][CH:17]=1)[C:2]1[CH:3]=[CH:4][CH:5]=[CH:6][CH:7]=1. Reported procedure: A mixture of N-benzyl-2-p-hydroxyphenoxyethylamine (2.5 g) and 1,2-epoxy-3-phenoxypropane (1.54 g) in propan-2-ol (50 ml) was heated under reflux for 72 hours. The solvent was removed by evaporation to give N-benzyl-N-(2-p-hydroxyphenoxyethyl)-2-hydroxy-3-phenoxypropylamine as an oil which was essentially pure as indicated by thin layer chromatography (TLC) [using silica plates and 5% methanol in dichloromethane as eluant] and was used without purification. Reactants: CCOC(=O)c1cc2c(Oc3cc(F)cc(F)c3)cccc2[nH]1, CO, [Li+], [OH-], O. Product: O=C(O)c1cc2c(Oc3cc(F)cc(F)c3)cccc2[nH]1. Reaction SMILES: [CH2:1]([CH3:2])[O:3][C:4](=[O:5])[c:6]1[nH:7][c:8]2[cH:9][cH:10][cH:11][c:12]([O:15][c:16]3[cH:17][c:18]([F:23])[cH:19][c:20]([F:22])[cH:21]3)[c:13]2[cH:14]1.[CH3:26][OH:27].[Li+:25].[OH-:24].[OH2:28]>>[O:3]=[C:4]([OH:5])[c:6]1[nH:7][c:8]2[cH:9][cH:10][cH:11][c:12]([O:15][c:16]3[cH:17][c:18]([F:23])[cH:19][c:20]([F:22])[cH:21]3)[c:13]2[cH:14]1. Product: Nc1ncc(-c2ccc(C(=O)O)cc2)cc1OCc1ccccc1C(F)(F)F. The reactants are Nc1ncc(Br)cc1OCc1ccccc1C(F)(F)F, O=C(O)c1ccc(B(O)O)cc1, O=C([O-])[O-], CN(C)C=O, [K+], [K+], O, [Pd], c1ccc(P(c2ccccc2)c2ccccc2)cc1, c1ccc(P(c2ccccc2)c2ccccc2)cc1, c1ccc(P(c2ccccc2)c2ccccc2)cc1, c1ccc(P(c2ccccc2)c2ccccc2)cc1. RXN SMILES: [Br:1][c:2]1[cH:3][c:4]([O:9][CH2:10][c:11]2[c:12]([C:17]([F:18])([F:19])[F:20])[cH:13][cH:14][cH:15][cH:16]2)[c:5]([NH2:8])[n:6][cH:7]1.[C:21](=[O:22])([OH:23])[c:24]1[cH:25][cH:26][c:27]([B:30]([OH:31])[OH:32])[cH:28][cH:29]1.[C:33](=[O:34])([O-:35])[O-:36].[CH3:39][N:40]([CH3:41])[CH:42]=[O:43].[K+:37].[K+:38].[OH2:121].[Pd:44].[c:102]1([P:103]([c:104]2[cH:105][cH:106][cH:107][cH:108][cH:109]2)[c:110]2[cH:111][cH:112][cH:113][cH:114][cH:115]2)[cH:116][cH:117][cH:118][cH:119][cH:120]1.[c:45]1([P:46]([c:47]2[cH:48][cH:49][cH:50][cH:51][cH:52]2)[c:53]2[cH:54][cH:55][cH:56][cH:57][cH:58]2)[cH:59][cH:60][cH:61][cH:62][cH:63]1.[c:64]1([P:65]([c:66]2[cH:67][cH:68][cH:69][cH:70][cH:71]2)[c:72]2[cH:73][cH:74][cH:75][cH:76][cH:77]2)[cH:78][cH:79][cH:80][cH:81][cH:82]1.[c:83]1([P:84]([c:85]2[cH:86][cH:87][cH:88][cH:89][cH:90]2)[c:91]2[cH:92][cH:93][cH:94][cH:95][cH:96]2)[cH:97][cH:98][cH:99][cH:100][cH:101]1>>[c:2]1(-[c:27]2[cH:26][cH:25][c:24]([C:21](=[O:22])[OH:23])[cH:29][cH:28]2)[cH:3][c:4]([O:9][CH2:10][c:11]2[c:12]([C:17]([F:18])([F:19])[F:20])[cH:13][cH:14][cH:15][cH:16]2)[c:5]([NH2:8])[n:6][cH:7]1. Reactants: O=Cc1c(F)ccc(N(Cc2ccccc2)Cc2ccccc2)c1F, CO, [K+], [OH-], O, c1cncc(-c2cnc3[nH]ccc3c2)c1. Product: OC(c1c(F)ccc(N(Cc2ccccc2)Cc2ccccc2)c1F)c1c[nH]c2ncc(-c3cccnc3)cc12. Reaction SMILES: [CH2:1]([c:2]1[cH:3][cH:4][cH:5][cH:6][cH:7]1)[N:8]([c:9]1[c:10]([F:18])[c:11]([CH:12]=[O:13])[c:14]([F:17])[cH:15][cH:16]1)[CH2:19][c:20]1[cH:21][cH:22][cH:23][cH:24][cH:25]1.[CH3:44][OH:45].[K+:42].[OH-:41].[OH2:43].[n:26]1[cH:27][c:28](-[c:32]2[cH:33][c:34]3[c:35]([n:36][cH:37]2)[nH:38][cH:39][cH:40]3)[cH:29][cH:30][cH:31]1>>[CH2:1]([c:2]1[cH:3][cH:4][cH:5][cH:6][cH:7]1)[N:8]([c:9]1[c:10]([F:18])[c:11]([CH:12]([OH:13])[c:40]2[c:34]3[cH:33][c:32](-[c:28]4[cH:27][n:26][cH:31][cH:30][cH:29]4)[cH:37][n:36][c:35]3[nH:38][cH:39]2)[c:14]([F:17])[cH:15][cH:16]1)[CH2:19][c:20]1[cH:21][cH:22][cH:23][cH:24][cH:25]1. Starting materials: BrC=1C=C(C(=O)OC)C=CC1OC (methyl 3-bromo-4-methoxybenzoate), C(C)OCCOC1=CC(=C(C(=C1)C)B(O)O)C ([4-(2-ethoxyethoxy)-2,6-dimethylphenyl]boronic acid), C1(CCCCC1)P(C1=C(C=CC=C1)C1=CC=CC=C1)C1CCCCC1 (2-(dicyclohexylphosphino)biphenyl), P(=O)([O-])([O-])[O-].[K+].[K+].[K+] (tripotassium phosphate). Reagents/catalysts: C=1C=CC(=CC1)/C=C/C(=O)/C=C/C2=CC=CC=C2.C=1C=CC(=CC1)/C=C/C(=O)/C=C/C2=CC=CC=C2.C=1C=CC(=CC1)/C=C/C(=O)/C=C/C2=CC=CC=C2.[Pd].[Pd] (tris(dibenzylideneacetone)dipalladium(0)). Solvent: C1(=CC=CC=C1)C (toluene). Reaction conditions: temperature 90 celsius, time 18 hour. Product: C(C)OCCOC1=CC(=C(C(=C1)C)C1=CC(=CC=C1OC)C(=O)OC)C (methyl 4′-(2-ethoxyethoxy)-6-methoxy-2′,6′-dimethylbiphenyl-3-carboxylate). Isolated yield 54.0%. As a reaction SMILES: Br[C:2]1[CH:3]=[C:4]([CH:9]=[CH:10][C:11]=1[O:12][CH3:13])[C:5]([O:7][CH3:8])=[O:6].[CH2:14]([O:16][CH2:17][CH2:18][O:19][C:20]1[CH:25]=[C:24]([CH3:26])[C:23](B(O)O)=[C:22]([CH3:30])[CH:21]=1)[CH3:15].C1(P(C2CCCCC2)C2C=CC=CC=2C2C=CC=CC=2)CCCCC1.P([O-])([O-])([O-])=O.[K+].[K+].[K+]>C1C=CC(/C=C/C(/C=C/C2C=CC=CC=2)=O)=CC=1.C1C=CC(/C=C/C(/C=C/C2C=CC=CC=2)=O)=CC=1.C1C=CC(/C=C/C(/C=C/C2C=CC=CC=2)=O)=CC=1.[Pd].[Pd].C1(C)C=CC=CC=1>[CH2:14]([O:16][CH2:17][CH2:18][O:19][C:20]1[CH:21]=[C:22]([CH3:30])[C:23]([C:2]2[C:11]([O:12][CH3:13])=[CH:10][CH:9]=[C:4]([C:5]([O:7][CH3:8])=[O:6])[CH:3]=2)=[C:24]([CH3:26])[CH:25]=1)[CH3:15] |f:3.4.5.6,7.8.9.10.11|. Procedure details: A mixture of methyl 3-bromo-4-methoxybenzoate (0.90 g, 3.67 mmol), [4-(2-ethoxyethoxy)-2,6-dimethylphenyl]boronic acid (0.87 g, 3.67 mmol), tris(dibenzylideneacetone)dipalladium(0) (0.13 g, 0.15 mmol), 2-(dicyclohexylphosphino)biphenyl (79 mg, 0.22 mmol), tripotassium phosphate (1.56 g, 7.34 mmol) and toluene (20 mL) was stirred under a nitrogen atmosphere at 90° C. for 18 hrs. The reaction mixture was cooled and insoluble material was filtered off. The filtrate was concentrated under reduced pr... Starting materials: example 1 ( b ), CS(=O)(=O)C=1C=CC(=C(C(=O)O)C1)OCC(F)(F)F (5-Methanesulfonyl-2-(2,2,2-trifluoro-ethoxy)-benzoic acid), Cl.C(CCC)S(=O)(=O)C1=CN=C(S1)N1CCNCC1 (1-[5-(butane-1-sulfonyl)-thiazol-2-yl]-piperazine hydrochloride). Product: C(CCC)S(=O)(=O)C1=CN=C(S1)N1CCN(CC1)C(=O)C1=C(C=CC(=C1)S(=O)(=O)C)OCC(F)(F)F ({4-[5-(Butane-1-sulfonyl)-thiazol-2-yl]-piperazin-1-yl}-[5-methanesulfonyl-2-(2,2,2-trifluoro-ethoxy)-phenyl]-methanone). The yield is 63.0%. Reaction SMILES: [CH3:1][S:2]([C:5]1[CH:6]=[CH:7][C:8]([O:14][CH2:15][C:16]([F:19])([F:18])[F:17])=[C:9]([CH:13]=1)[C:10]([OH:12])=O)(=[O:4])=[O:3].Cl.[CH2:21]([S:25]([C:28]1[S:32][C:31]([N:33]2[CH2:38][CH2:37][NH:36][CH2:35][CH2:34]2)=[N:30][CH:29]=1)(=[O:27])=[O:26])[CH2:22][CH2:23][CH3:24]>>[CH2:21]([S:25]([C:28]1[S:32][C:31]([N:33]2[CH2:38][CH2:37][N:36]([C:10]([C:9]3[CH:13]=[C:5]([S:2]([CH3:1])(=[O:3])=[O:4])[CH:6]=[CH:7][C:8]=3[O:14][CH2:15][C:16]([F:19])([F:18])[F:17])=[O:12])[CH2:35][CH2:34]2)=[N:30][CH:29]=1)(=[O:27])=[O:26])[CH2:22][CH2:23][CH3:24] |f:1.2|. Procedure details: Prepared in analogy to example 1 (b) from 5-methanesulfonyl-2-(2,2,2-trifluoro-ethoxy)-benzoic acid (Example A3) and 1-[5-(butane-1-sulfonyl)-thiazol-2-yl]-piperazine hydrochloride (Example 38(c)). The crude material was purified by chromatography (SiO2, ethyl acetate/heptane) followed by trituration in ether to yield the title compound as a white crystalline solid (yield 63%). MS (m/e): 570.4 (M+H+, 15%), 587.3 (M+NH4+, 100%).